From a dataset of the Open Reaction Database (ORD), a public repository of structured organic reaction records. describe an organic reaction: reactants, conditions, products, and yield The reactants are [Al+3].[Cl-].[Cl-].[Cl-] (AlCl3), C1CCC(CC1)CCCC(=O)Cl (4-cyclohexanebutyryl chloride), COC1=CC(=CC=C1)OC (1,3-dimethoxybenzene). Run in C(Cl)(Cl)(Cl)Cl (CCl4). Conditions: temperature 0 celsius, time 3 hour. The product is C1(CCCCC1)CCCC(=O)C1=C(C=C(C=C1)OC)OC (4-Cyclohexyl-1-(2,4-dimethoxyphenyl)butan-1-one). The yield is 58.5%. As a reaction SMILES: [Al+3].[Cl-].[Cl-].[Cl-].[CH2:5]1[CH2:10][CH2:9][CH:8]([CH2:11][CH2:12][CH2:13][C:14](Cl)=[O:15])[CH2:7][CH2:6]1.[CH3:17][O:18][C:19]1[CH:24]=[CH:23][CH:22]=[C:21]([O:25][CH3:26])[CH:20]=1>C(Cl)(Cl)(Cl)Cl>[CH:8]1([CH2:11][CH2:12][CH2:13][C:14]([C:22]2[CH:23]=[CH:24][C:19]([O:18][CH3:17])=[CH:20][C:21]=2[O:25][CH3:26])=[O:15])[CH2:9][CH2:10][CH2:5][CH2:6][CH2:7]1 |f:0.1.2.3|. Reported procedure: 3.53 g of AlCl3 and 5 g of 4-cyclohexanebutyryl chloride in 100 ml of CCl4 are mixed together and 5 g of 1,3-dimethoxybenzene are added dropwise, at 0° C. After stirring for 3 hours at 0° C., the entire mixture is poured onto dilute ice-cold HCl solution. The organic phase is separated out by settling and is then washed with 0.5N NaOH. After drying over MgSO4 and evaporation of the solvent, the residue is chromatographed on a column of silica H, eluting with toluene, to give 4.5 g of the expecte... Reactants: C(CCC)C(=C(CCCC)CCCC)[Sn] (Tributylvinyltin), C(C)OC(=O)C=1C=NC2=C(C=CC=C2C1Cl)Cl (ethyl-4,8-dichloroquinoline-3-carboxylate). The reagents and catalysts are C=1C=CC(=CC1)[P](C=2C=CC=CC2)(C=3C=CC=CC3)[Pd]([P](C=4C=CC=CC4)(C=5C=CC=CC5)C=6C=CC=CC6)([P](C=7C=CC=CC7)(C=8C=CC=CC8)C=9C=CC=CC9)[P](C=1C=CC=CC1)(C=1C=CC=CC1)C=1C=CC=CC1 (tetrakistriphenylphosphinepalladium). The solvent is C1(=CC=CC=C1)C (toluene). Reaction conditions: time 2 hour. Product: C(C)OC(=O)C=1C=NC2=C(C=CC=C2C1C=C)Cl (Ethyl-8-chloro-4-vinylquinoline-3-carboxylate). As a reaction SMILES: [CH2:1](C([Sn])=C(CCCC)CCCC)[CH2:2]CC.[CH2:16]([O:18][C:19]([C:21]1[CH:22]=[N:23][C:24]2[C:29]([C:30]=1Cl)=[CH:28][CH:27]=[CH:26][C:25]=2[Cl:32])=[O:20])[CH3:17]>C1C=CC([P]([Pd]([P](C2C=CC=CC=2)(C2C=CC=CC=2)C2C=CC=CC=2)([P](C2C=CC=CC=2)(C2C=CC=CC=2)C2C=CC=CC=2)[P](C2C=CC=CC=2)(C2C=CC=CC=2)C2C=CC=CC=2)(C2C=CC=CC=2)C2C=CC=CC=2)=CC=1.C1(C)C=CC=CC=1>[CH2:16]([O:18][C:19]([C:21]1[CH:22]=[N:23][C:24]2[C:29]([C:30]=1[CH:1]=[CH2:2])=[CH:28][CH:27]=[CH:26][C:25]=2[Cl:32])=[O:20])[CH3:17] |^1:2,36,38,57,76|. Procedure details: Tributylvinyltin (2.8 ml) and tetrakistriphenylphosphinepalladium (171 mg) were added to a toluene solution (20 ml) containing 2.0 g (7.4 mmol) of ethyl-4,8-dichloroquinoline-3-carboxylate obtained in the same manner as in Production Example 4b, followed by stirring for 2 hours under heating under reflux. The reaction solution was filtered through Celite and the filtrate was concentrated. Then, the residue was purified by silica gel chromatography, to give 1.92 g of the title compound. Procedure details: The subtitle compound was prepared according to the procedure outlined in example 1 step (iv) using a mixture of 4-Chloro-2-[[(2,3-difluorophenyl)methyl]thio]-6-methoxypyrimidine (the product of example 35 step i) (0.16 g), 3-(tert-butyl-diphenyl-silanyloxy)-azetidine-1-sulfonamide (the product from step i) (0.17 g), tris(dibenzylideneacetone)dipalladium (0) (33 mg), 2-dicyclohexylphosphino-2′,4′,6′-tri-isopropyl-1,1′-biphenyl (XPHOS) (24 mg), cesium carbonate (0.16 g) and dioxane (8 mL). Purifi... Starting materials: ClC1=NC(=NC(=C1)OC)SCC1=C(C(=CC=C1)F)F (4-Chloro-2-[[(2,3-difluorophenyl)methyl]thio]-6-methoxypyrimidine), ClC1=NC(=NC(=C1)OC)SCC1=C(C(=CC=C1)F)F (4-Chloro-2-[[(2,3-difluorophenyl)methyl]thio]-6-methoxypyrimidine), C(C)(C)(C)[Si](OC1CN(C1)S(=O)(=O)N)(C1=CC=CC=C1)C1=CC=CC=C1 (3-(tert-butyl-diphenyl-silanyloxy)-azetidine-1-sulfonamide), C(C)(C)(C)[Si](OC1CN(C1)S(=O)(=O)N)(C1=CC=CC=C1)C1=CC=CC=C1 (3-(tert-Butyl-diphenyl-silanyloxy)-azetidine-1-sulfonamide), C1(CCCCC1)P(C1=C(C=CC=C1)C1=C(C=C(C=C1C(C)C)C(C)C)C(C)C)C1CCCCC1 (2-dicyclohexylphosphino-2′,4′,6′-tri-isopropyl-1,1′-biphenyl), C([O-])([O-])=O.[Cs+].[Cs+] (cesium carbonate). Product: [Si](C1=CC=CC=C1)(C1=CC=CC=C1)(C(C)(C)C)OC1CN(C1)S(=O)(=O)NC1=NC(=NC(=C1)OC)SCC1=C(C(=CC=C1)F)F (3-{[tert-Butyl(diphenyl)silyl]oxy}-N-{2-[(2,3-difluorobenzyl)thio]-6-methoxypyrimidin-4-yl}azetidine-1-sulfonamide). The reagents and catalysts are C=1C=CC(=CC1)/C=C/C(=O)/C=C/C2=CC=CC=C2.C=1C=CC(=CC1)/C=C/C(=O)/C=C/C2=CC=CC=C2.C=1C=CC(=CC1)/C=C/C(=O)/C=C/C2=CC=CC=C2.[Pd].[Pd] (tris(dibenzylideneacetone)dipalladium). Solvent: O1CCOCC1 (dioxane). As a reaction SMILES: Cl[C:2]1[CH:7]=[C:6]([O:8][CH3:9])[N:5]=[C:4]([S:10][CH2:11][C:12]2[CH:17]=[CH:16][CH:15]=[C:14]([F:18])[C:13]=2[F:19])[N:3]=1.[C:20]([Si:24]([C:40]1[CH:45]=[CH:44][CH:43]=[CH:42][CH:41]=1)([C:34]1[CH:39]=[CH:38][CH:37]=[CH:36][CH:35]=1)[O:25][CH:26]1[CH2:29][N:28]([S:30]([NH2:33])(=[O:32])=[O:31])[CH2:27]1)([CH3:23])([CH3:22])[CH3:21].C1(P(C2CCCCC2)C2C=CC=CC=2C2C(C(C)C)=CC(C(C)C)=CC=2C(C)C)CCCCC1.C(=O)([O-])[O-].[Cs+].[Cs+]>C1C=CC(/C=C/C(/C=C/C2C=CC=CC=2)=O)=CC=1.C1C=CC(/C=C/C(/C=C/C2C=CC=CC=2)=O)=CC=1.C1C=CC(/C=C/C(/C=C/C2C=CC=CC=2)=O)=CC=1.[Pd].[Pd].O1CCOCC1>[Si:24]([O:25][CH:26]1[CH2:29][N:28]([S:30]([NH:33][C:2]2[CH:7]=[C:6]([O:8][CH3:9])[N:5]=[C:4]([S:10][CH2:11][C:12]3[CH:17]=[CH:16][CH:15]=[C:14]([F:18])[C:13]=3[F:19])[N:3]=2)(=[O:32])=[O:31])[CH2:27]1)([C:20]([CH3:23])([CH3:21])[CH3:22])([C:34]1[CH:35]=[CH:36][CH:37]=[CH:38][CH:39]=1)[C:40]1[CH:45]=[CH:44][CH:43]=[CH:42][CH:41]=1 |f:3.4.5,6.7.8.9.10|. Starting materials: C1OC=2C=C3C(=CN=NC3=CC2O1)N(C(C1=C(C=C(C(=C1)OC)OC)I)=O)CCCC (N-(6,7-Methylenedioxycinnolin-4-yl)-N-(n-butyl)-2-iodo-4,5-dimethoxybenzamide), CC1=C(C=CC=C1)P(C2=C(C=CC=C2)C)C3=C(C=CC=C3)C (P(o-tolyl)3), Ag2CO3, CO (methanol). The reagents and catalysts are CC(=O)[O-].CC(=O)[O-].[Pd+2] (Pd(OAc)2). Run in CN(C)C=O (DMF), C(Cl)(Cl)Cl (CHCl3). The product is COC1=CC=2C(N(C3=C4C=C5C(=CC4=NN=C3C2C=C1OC)OCO5)CCCC)=O (2,3-Dimethoxy-8,9-methylenedioxy-11-(n-butyl)-11H-5,6,11-triazachrysen-12-one). Yield: 20.0%. RXN SMILES: [CH2:1]1[O:13][C:12]2[CH:11]=[C:10]3[C:5]([C:6]([N:14]([CH2:28][CH2:29][CH2:30][CH3:31])[C:15](=[O:27])[C:16]4[CH:21]=[C:20]([O:22][CH3:23])[C:19]([O:24][CH3:25])=[CH:18][C:17]=4I)=[CH:7][N:8]=[N:9]3)=[CH:4][C:3]=2[O:2]1.CC1C=CC=CC=1P(C1C=CC=CC=1C)C1C=CC=CC=1C.CO>CN(C=O)C.C(Cl)(Cl)Cl.CC([O-])=O.CC([O-])=O.[Pd+2]>[CH3:23][O:22][C:20]1[C:19]([O:24][CH3:25])=[CH:18][C:17]2[C:7]3[C:6](=[C:5]4[C:10](=[N:9][N:8]=3)[CH:11]=[C:12]3[O:13][CH2:1][O:2][C:3]3=[CH:4]4)[N:14]([CH2:28][CH2:29][CH2:30][CH3:31])[C:15](=[O:27])[C:16]=2[CH:21]=1 |f:5.6.7|. Reported procedure: A mixture of N-(6,7-Methylenedioxycinnolin-4-yl)-N-(n-butyl)-2-iodo-4,5-dimethoxybenzamide (1.0 mmol equiv.), Pd(OAc)2 (0.2 mmol equiv.), P(o-tolyl)3 (0.4 mmol equiv.), and Ag2CO3 (2.0 mmol equiv) was heated to reflux in DMF (30 mL per mmol equiv.) with stirring. The reaction mixture was allowed to cool to room temperature, diluted with CHCl3, and filtered through Celite. The sicciate was extensively washed with 10% CH3OH in CHCl3. The filtrate was concentrated in vacuo and the residue chromatog... Starting materials: CCOC(=O)c1ccc(CBr)cc1, O=C([O-])C=CC(=O)[O-], COc1ccc2[nH]cc(Cc3ncc[nH]3)c2c1. The product is CCOC(=O)c1ccc(Cn2cc(Cc3ncc[nH]3)c3cc(OC)ccc32)cc1. As a reaction SMILES: [Br:18][CH2:19][c:20]1[cH:21][cH:22][c:23]([C:26](=[O:27])[O:28][CH2:29][CH3:30])[cH:24][cH:25]1.[C:31]([O-:32])(=[O:33])[CH:34]=[CH:35][C:36]([O-:37])=[O:38].[nH:1]1[c:2]([CH2:6][c:7]2[cH:8][nH:9][c:10]3[cH:11][cH:12][c:13]([O:16][CH3:17])[cH:14][c:15]23)[n:3][cH:4][cH:5]1>>[n:1]1[c:2]([CH2:6][c:7]2[cH:8][n:9]([CH2:19][c:20]3[cH:21][cH:22][c:23]([C:26](=[O:27])[O:28][CH2:29][CH3:30])[cH:24][cH:25]3)[c:10]3[cH:11][cH:12][c:13]([O:16][CH3:17])[cH:14][c:15]23)[nH:3][cH:4][cH:5]1. The reactants are ClCCl, C[Si](C)(C)N[Si](C)(C)C, CN(C)C=O, O=C(O)C(CC1CCCC1)c1ccc(Cl)c(Cl)c1, O=C(Cl)C(=O)Cl. The product is NC(=O)C(CC1CCCC1)c1ccc(Cl)c(Cl)c1. Reaction SMILES: [CH2:34]([Cl:35])[Cl:36].[CH3:25][Si:26]([NH:27][Si:30]([CH3:31])([CH3:32])[CH3:33])([CH3:28])[CH3:29].[CH3:37][N:38]([CH3:39])[CH:40]=[O:41].[CH:1]1([CH2:6][CH:7]([C:8](=[O:9])[OH:10])[c:11]2[cH:12][c:13]([Cl:18])[c:14]([Cl:17])[cH:15][cH:16]2)[CH2:2][CH2:3][CH2:4][CH2:5]1.[Cl:19][C:20]([C:21]([Cl:22])=[O:23])=[O:24]>>[CH:1]1([CH2:6][CH:7]([C:8](=[O:9])[NH2:27])[c:11]2[cH:12][c:13]([Cl:18])[c:14]([Cl:17])[cH:15][cH:16]2)[CH2:2][CH2:3][CH2:4][CH2:5]1. Reactants: ICC1CC1 ((iodomethyl)cyclopropane), ONC1=C(C(=O)OCC)C=CC=C1 (ethyl 2-(hydroxyamino)benzoate). Product: C1(CC1)CONC1=C(C(=O)OCC)C=CC=C1 (ethyl 2-((cyclopropylmethoxy)amino)benzoate). Yield: 50.0%. Reaction SMILES: I[CH2:2][CH:3]1[CH2:5][CH2:4]1.[OH:6][NH:7][C:8]1[CH:18]=[CH:17][CH:16]=[CH:15][C:9]=1[C:10]([O:12][CH2:13][CH3:14])=[O:11]>>[CH:5]1([CH2:4][O:6][NH:7][C:8]2[CH:18]=[CH:17][CH:16]=[CH:15][C:9]=2[C:10]([O:12][CH2:13][CH3:14])=[O:11])[CH2:3][CH2:2]1. Procedure: The titled compound was prepared using similar procedure as that of Example-1 (step-2) using product of step 1 described above and ethyl 2-(hydroxyamino)benzoate in 50% yield.